Task: describe an organic reaction: reactants, conditions, products, and yield. Dataset: the Open Reaction Database (ORD), a public repository of structured organic reaction records Reactants: CCOC(=O)C(=O)N(CCSCC#Cc1cccs1)C(C)(C)C, Cl, [K+], C1COCCO1, [OH-], O. Product: CC(C)(C)N(CCSCC#Cc1cccs1)C(=O)C(=O)O. RXN SMILES: [C:1]([CH3:2])([CH3:3])([CH3:4])[N:5]([C:6]([C:7](=[O:8])[O:9][CH2:10][CH3:11])=[O:12])[CH2:13][CH2:14][S:15][CH2:16][C:17]#[C:18][c:19]1[s:20][cH:21][cH:22][cH:23]1.[ClH:26].[K+:25].[O:27]1[CH2:28][CH2:29][O:30][CH2:31][CH2:32]1.[OH-:24].[OH2:33]>>[C:1]([CH3:2])([CH3:3])([CH3:4])[N:5]([C:6]([C:7](=[O:8])[OH:9])=[O:12])[CH2:13][CH2:14][S:15][CH2:16][C:17]#[C:18][c:19]1[s:20][cH:21][cH:22][cH:23]1.